This data is from the Open Reaction Database (ORD), a public repository of structured organic reaction records. The task is: describe an organic reaction: reactants, conditions, products, and yield The reactants are C1CCOC1, Oc1ccc(C(F)(F)F)cc1, CCOC(=O)N=NC(=O)OCC, O=C1OCCC1O, c1ccc(P(c2ccccc2)c2ccccc2)cc1. The product is O=C1OCCC1Oc1ccc(C(F)(F)F)cc1. Reaction SMILES: [CH2:50]1[O:51][CH2:52][CH2:53][CH2:54]1.[F:20][C:21]([c:22]1[cH:23][cH:24][c:25]([OH:28])[cH:26][cH:27]1)([F:29])[F:30].[O:1]=[C:2]([O:3][CH2:4][CH3:5])[N:6]=[N:7][C:8]([O:9][CH2:10][CH3:11])=[O:12].[OH:13][CH:14]1[C:15](=[O:16])[O:17][CH2:18][CH2:19]1.[c:31]1([P:32]([c:33]2[cH:34][cH:35][cH:36][cH:37][cH:38]2)[c:39]2[cH:40][cH:41][cH:42][cH:43][cH:44]2)[cH:45][cH:46][cH:47][cH:48][cH:49]1>>[O:13]([CH:14]1[C:15](=[O:16])[O:17][CH2:18][CH2:19]1)[c:25]1[cH:24][cH:23][c:22]([C:21]([F:20])([F:29])[F:30])[cH:27][cH:26]1. Reactants: C(=O)([O-])[O-].[K+].[K+] (K2CO3), CC1C(N(N=C2COC3=CC(=C(C=C3N12)B1OC(C(O1)(C)C)(C)C)C(F)(F)F)COCC[Si](C)(C)C)=O (4-methyl-6-(4,4,5,5-tetramethyl-[1,3,2]dioxaborolan-2-yl)-7-trifluoromethyl-2-(2-trimethylsilanyl-ethoxymethyl)-2,10-dihydro-9-oxa-1,2,4a-triaza-phenanthren-3-one), CC1(CN(C1)C(=O)OC(C)(C)C)C(=C)OS(=O)(=O)C(F)(F)F (tert-butyl 3-methyl-3-(1-(trifluoromethylsulfonyloxy)vinyl)azetidine-1-carboxylate), C(C)(C)(C)OC(=O)N1CC(C1)(C(=O)O)C (1-(tert-butoxycarbonyl)-3-methylazetidine-3-carboxylic acid). The reagents and catalysts are C1=CC=C(C=C1)P([C-]2C=CC=C2)C3=CC=CC=C3.C1=CC=C(C=C1)P([C-]2C=CC=C2)C3=CC=CC=C3.Cl[Pd]Cl.[Fe+2].C(Cl)Cl (PdCl2(dppf) CH2Cl2). Solvent: O1CCOCC1 (dioxane), O (water). Reaction conditions: temperature 90 celsius, time 3 hour. Product: C(C)(C)(C)OC(=O)N1CC(C1)(C(=C)C=1C=C2N3C(C(N(N=C3COC2=CC1C(F)(F)F)COCC[Si](C)(C)C)=O)C)C (3-methyl-3-{1-[4-methyl-3-oxo-7-trifluoromethyl-2-(2-trimethylsilanyl-ethoxymethyl)-2,3,4,10-tetrahydro-9-oxa-1,2,4a-triaza-phenanthren-6-yl]-vinyl}-azetidine-1-carboxylic acid tert-butyl ester). The yield is 31.0%. Reaction SMILES: [CH3:1][CH:2]1[N:15]2[C:6]([CH2:7][O:8][C:9]3[C:14]2=[CH:13][C:12](B2OC(C)(C)C(C)(C)O2)=[C:11]([C:25]([F:28])([F:27])[F:26])[CH:10]=3)=[N:5][N:4]([CH2:29][O:30][CH2:31][CH2:32][Si:33]([CH3:36])([CH3:35])[CH3:34])[C:3]1=[O:37].[CH3:38][C:39]1([C:50](OS(C(F)(F)F)(=O)=O)=[CH2:51])[CH2:42][N:41]([C:43]([O:45][C:46]([CH3:49])([CH3:48])[CH3:47])=[O:44])[CH2:40]1.C(OC(N1CC(C)(C(O)=O)C1)=O)(C)(C)C.C([O-])([O-])=O.[K+].[K+]>O1CCOCC1.O.C1C=CC(P(C2C=CC=CC=2)[C-]2C=CC=C2)=CC=1.C1C=CC(P(C2C=CC=CC=2)[C-]2C=CC=C2)=CC=1.Cl[Pd]Cl.[Fe+2].C(Cl)Cl>[C:46]([O:45][C:43]([N:41]1[CH2:42][C:39]([CH3:38])([C:50]([C:12]2[CH:13]=[C:14]3[C:9](=[CH:10][C:11]=2[C:25]([F:26])([F:28])[F:27])[O:8][CH2:7][C:6]2[N:15]3[CH:2]([CH3:1])[C:3](=[O:37])[N:4]([CH2:29][O:30][CH2:31][CH2:32][Si:33]([CH3:35])([CH3:36])[CH3:34])[N:5]=2)=[CH2:51])[CH2:40]1)=[O:44])([CH3:49])([CH3:48])[CH3:47] |f:3.4.5,8.9.10.11.12|. Procedure: A mixture of 4-methyl-6-(4,4,5,5-tetramethyl-[1,3,2]dioxaborolan-2-yl)-7-trifluoromethyl-2-(2-trimethylsilanyl-ethoxymethyl)-2,10-dihydro-9-oxa-1,2,4a-triaza-phenanthren-3-one (Example #107, Step A, 4.87 g, 6.279 mmol), tert-butyl 3-methyl-3-(1-(trifluoromethylsulfonyloxy)vinyl)azetidine-1-carboxylate (Prepared from 1-(tert-butoxycarbonyl)-3-methylazetidine-3-carboxylic acid using the procedure detailed in Preparation #4, Steps A-C, 2.168 g, 6.279 mmol), PdCl2(dppf)-CH2Cl2 adduct (0.513 g, 0.628... The reactants are C(C)OC(C1=CC=C(C=C1)N=CC1=CC=CC=C1)=O (4-(benzylidene-amino)-benzoic acid ethyl ester), O.[O-]S(=O)(=O)C(F)(F)F.[Yb+3].[O-]S(=O)(=O)C(F)(F)F.[O-]S(=O)(=O)C(F)(F)F (ytterbium(III) triflate hydrate), C(C(C)C)=O (isobutyraldehyde), O (water). Solvent: O1CCCC1 (tetrahydrofuran). Reaction conditions: temperature 25 celsius, time 16 hour. Yields the product C(C)OC(=O)C=1C=C2C(C(C(NC2=CC1)C1=CC=CC=C1)(C)C)O (4-hydroxy-3,3-dimethyl-2-phenyl-1,2,3,4-tetrahydro-quinoline-6-carboxylic acid ethyl ester). The yield is 101.4%. Reaction SMILES: [CH2:1]([O:3][C:4](=[O:19])[C:5]1[CH:10]=[CH:9][C:8]([N:11]=[CH:12][C:13]2[CH:18]=[CH:17][CH:16]=[CH:15][CH:14]=2)=[CH:7][CH:6]=1)[CH3:2].O.[O-]S(C(F)(F)F)(=O)=O.[Yb+3].[O-]S(C(F)(F)F)(=O)=O.[O-]S(C(F)(F)F)(=O)=O.[CH:46](=[O:50])[CH:47]([CH3:49])[CH3:48].O>O1CCCC1>[CH2:1]([O:3][C:4]([C:5]1[CH:6]=[C:7]2[C:8](=[CH:9][CH:10]=1)[NH:11][CH:12]([C:13]1[CH:18]=[CH:17][CH:16]=[CH:15][CH:14]=1)[C:47]([CH3:49])([CH3:48])[CH:46]2[OH:50])=[O:19])[CH3:2] |f:1.2.3.4.5|. Reported procedure: To a mixture of 4-(benzylidene-amino)-benzoic acid ethyl ester (5.1 g, 20.0 mmol) and ytterbium(III) triflate hydrate (1.3 g, 2.0 mmol) in dry tetrahydrofuran (20.0 mL) at 25° C. was added isobutyraldehyde (18.2 mL, 200 mmol) and water (0.36 mL, 20.0 mmol) dropwise. The reaction mixture was stirred at 25° C. for 16 h. Then the reaction mixture was concentrated in vacuo and the residue was extracted with ethyl acetate (2×200 mL), washed with brine, dried over anhydrous sodium sulfate and concentr... The reactants are BrCCC1=CC=C(C=C1)Cl (1-(2-bromoethyl)-4-chlorobenzene), Cl.ClC=1C=C(C=CC1)NN (3-chlorophenylhydrazine hydrochloride), CN1CCC(CC1)=O (N-methyl-4-piperidone). The solvent is C(C)N(CC)CC (triethylamine). The product is ClC1=CC=C(CCN2C3=C(C=4C=CC(=CC24)Cl)CN(CC3)C)C=C1 (5-(4-chlorophenethyl)-7-chloro-2,3,4,5-tetrahydro-2-methyl-1H-pyrido[4,3-b]indole). RXN SMILES: Br[CH2:2][CH2:3][C:4]1[CH:9]=[CH:8][C:7]([Cl:10])=[CH:6][CH:5]=1.Cl.[Cl:12][C:13]1[CH:14]=[C:15]([NH:19]N)[CH:16]=[CH:17][CH:18]=1.[CH3:21][N:22]1[CH2:27][CH2:26][C:25](=O)[CH2:24][CH2:23]1>C(N(CC)CC)C>[Cl:10][C:7]1[CH:8]=[CH:9][C:4]([CH2:3][CH2:2][N:19]2[C:15]3[CH:14]=[C:13]([Cl:12])[CH:18]=[CH:17][C:16]=3[C:24]3[CH2:23][N:22]([CH3:21])[CH2:27][CH2:26][C:25]2=3)=[CH:5][CH:6]=1 |f:1.2|. Reported procedure: The title compound is prepared by following Method 8 by using 1-(2-bromoethyl)-4-chlorobenzene, 3-chlorophenylhydrazine hydrochloride, triethylamine and N-methyl-4-piperidone